Dataset: the Open Reaction Database (ORD), a public repository of structured organic reaction records. Task: describe an organic reaction: reactants, conditions, products, and yield Starting materials: CCOC(C)=O, CCCCCC, Cc1c(C)c2c(c(C)c1N)C(c1ccc(C(C)C)cc1)C(C)(C)O2, O=C(Cl)c1cccs1. Product: Cc1c(C)c2c(c(C)c1NC(=O)c1cccs1)C(c1ccc(C(C)C)cc1)C(C)(C)O2. As a reaction SMILES: [C:39]([O:40][CH2:41][CH3:42])(=[O:43])[CH3:44].[CH3:33][CH2:34][CH2:35][CH2:36][CH2:37][CH3:38].[CH:1]([CH3:2])([CH3:3])[c:4]1[cH:5][cH:6][c:7]([CH:10]2[C:11]([CH3:23])([CH3:24])[O:12][c:13]3[c:14]2[c:15]([CH3:22])[c:16]([NH2:21])[c:17]([CH3:20])[c:18]3[CH3:19])[cH:8][cH:9]1.[s:25]1[c:26]([C:30](=[O:31])[Cl:32])[cH:27][cH:28][cH:29]1>>[CH:1]([CH3:2])([CH3:3])[c:4]1[cH:5][cH:6][c:7]([CH:10]2[C:11]([CH3:23])([CH3:24])[O:12][c:13]3[c:14]2[c:15]([CH3:22])[c:16]([NH:21][C:30]([c:26]2[s:25][cH:29][cH:28][cH:27]2)=[O:31])[c:17]([CH3:20])[c:18]3[CH3:19])[cH:8][cH:9]1. Starting materials: OC1=CC=C(C=N1)NC(C1=CC=C(C=C1)C(F)(F)F)=O (N-(6-hydroxy-pyridin-3-yl)-4-trifluoromethyl-benzamide), CN(C(=O)Cl)C1=CC=CC=C1 (N-methyl-N-phenylcarbamoyl chloride), N12CCN(CC1)CC2 (1,4-diazabicyclo[2,2,2]octane). Solvent: CN(C=O)C (dimethylformamide). The product is FC(C1=CC=C(C(=O)NC=2C=CC(=NC2)OC(N(C2=CC=CC=C2)C)=O)C=C1)(F)F (Methyl-phenyl-carbamic acid 5-(4-trifluoromethyl-benzoylamino)-pyridin-2-yl ester). Isolated yield 64.5%. As a reaction SMILES: [OH:1][C:2]1[N:7]=[CH:6][C:5]([NH:8][C:9](=[O:20])[C:10]2[CH:15]=[CH:14][C:13]([C:16]([F:19])([F:18])[F:17])=[CH:12][CH:11]=2)=[CH:4][CH:3]=1.[CH3:21][N:22]([C:26]1[CH:31]=[CH:30][CH:29]=[CH:28][CH:27]=1)[C:23](Cl)=[O:24].N12CCN(CC1)CC2>CN(C)C=O>[F:18][C:16]([F:19])([F:17])[C:13]1[CH:12]=[CH:11][C:10]([C:9]([NH:8][C:5]2[CH:4]=[CH:3][C:2]([O:1][C:23](=[O:24])[N:22]([CH3:21])[C:26]3[CH:31]=[CH:30][CH:29]=[CH:28][CH:27]=3)=[N:7][CH:6]=2)=[O:20])=[CH:15][CH:14]=1. Procedure: A solution of N-(6-hydroxy-pyridin-3-yl)-4-trifluoromethyl-benzamide (1.41 g, 5.00 mmol), N-methyl-N-phenylcarbamoyl chloride (0.85 g, 5.00 mmol) and 1,4-diazabicyclo[2,2,2]octane (0.56 g, 5.00 mmol) in dimethylformamide (10 mL) was stirred at room temperature overnight. The solvent was evaporated in vacuo and the residue was purified by flash column chromatography (SiO2, ethyl acetate:heptane 50:50) yielding the title compound (1.34 g, 64% yield) as a white solid. Starting materials: CC(=O)c1nn(-c2c(Cl)cc(C(F)(F)F)cc2Cl)c(N)c1S(C)(=O)=O, [Cl-], [Cl-], [Na+], [Na+], O=S(=O)([O-])[O-], C1COCCO1, OCCS, [Zn+2]. Product: CC1(c2nn(-c3c(Cl)cc(C(F)(F)F)cc3Cl)c(N)c2S(C)(=O)=O)OCCS1. RXN SMILES: [C:1]([CH3:2])(=[O:3])[c:4]1[n:5][n:6](-[c:14]2[c:15]([Cl:25])[cH:16][c:17]([C:21]([F:22])([F:23])[F:24])[cH:18][c:19]2[Cl:20])[c:7]([NH2:13])[c:8]1[S:9](=[O:10])(=[O:11])[CH3:12].[Cl-:43].[Cl-:45].[Na+:30].[Na+:31].[O-:32][S:33](=[O:34])(=[O:35])[O-:36].[O:37]1[CH2:38][CH2:39][O:40][CH2:41][CH2:42]1.[OH:26][CH2:27][CH2:28][SH:29].[Zn+2:44]>>[C:1]1([CH3:2])([c:4]2[n:5][n:6](-[c:14]3[c:15]([Cl:25])[cH:16][c:17]([C:21]([F:22])([F:23])[F:24])[cH:18][c:19]3[Cl:20])[c:7]([NH2:13])[c:8]2[S:9](=[O:10])(=[O:11])[CH3:12])[O:3][CH2:27][CH2:28][S:29]1.